The task is: describe an organic reaction: reactants, conditions, products, and yield. This data is from the Open Reaction Database (ORD), a public repository of structured organic reaction records. Procedure: (E,E)-5-[4-[2-(5-methyl- 2-phenyl-4-oxazolyl )ethyl]phenyl ]- 2,4-pentadien-1-ol was oxidized with activated manganese dioxide in the same manner as in Reference Example 25 to yield (E,E)-5-[4-[2-(5-methyl-2-phenyl4-oxazolyl)ethyl]phenyl]-2,4-pentadien-1-al, which was then recrystallized from ethyl acetate to yield yellow rods having a melting point of 107°-108° C. Product: CC1=C(N=C(O1)C1=CC=CC=C1)CCC1=CC=C(C=C1)/C=C/C=C/C=O ((E,E)-5-[4-[2-(5-methyl-2-phenyl4-oxazolyl)ethyl]phenyl]-2,4-pentadien-1-al). The reagents and catalysts are [O-2].[O-2].[Mn+4] (manganese dioxide). As a reaction SMILES: [CH3:1][C:2]1[O:6][C:5]([C:7]2[CH:12]=[CH:11][CH:10]=[CH:9][CH:8]=2)=[N:4][C:3]=1[CH2:13][CH2:14][C:15]1[CH:20]=[CH:19][C:18](/[CH:21]=[CH:22]/[CH:23]=[CH:24]/[CH2:25][OH:26])=[CH:17][CH:16]=1>[O-2].[O-2].[Mn+4]>[CH3:1][C:2]1[O:6][C:5]([C:7]2[CH:8]=[CH:9][CH:10]=[CH:11][CH:12]=2)=[N:4][C:3]=1[CH2:13][CH2:14][C:15]1[CH:16]=[CH:17][C:18](/[CH:21]=[CH:22]/[CH:23]=[CH:24]/[CH:25]=[O:26])=[CH:19][CH:20]=1 |f:1.2.3|. The reactants are CC1=C(N=C(O1)C1=CC=CC=C1)CCC1=CC=C(C=C1)/C=C/C=C/CO ((E,E)-5-[4-[2-(5-methyl- 2-phenyl-4-oxazolyl )ethyl]phenyl ]- 2,4-pentadien-1-ol). The product is C1(=CC=CC=C1)C(=CC1=CC(=CC(=C1)Br)C1=CC=CC2=CC=CC=C12)C1=CC=CC=C1 (1-(2,2-diphenylvinyl)-3-(1-naphthyl)-5-bromobenzene). Starting materials: C1(=CC=CC=C1)C(=CC1=CC(=CC(=C1)Br)Br)C1=CC=CC=C1 (1-(2,2-diphenylvinyl)-3,5-dibromo-benzene), C1(=CC=CC2=CC=CC=C12)B(O)O (1-naphthaleneboronic acid), resultant solution, aqueous solution, C([O-])([O-])=O.[Na+].[Na+] (sodium carbonate). Reagents/catalysts: C=1C=CC(=CC1)[P](C=2C=CC=CC2)(C=3C=CC=CC3)[Pd]([P](C=4C=CC=CC4)(C=5C=CC=CC5)C=6C=CC=CC6)([P](C=7C=CC=CC7)(C=8C=CC=CC8)C=9C=CC=CC9)[P](C=1C=CC=CC1)(C=1C=CC=CC1)C=1C=CC=CC1 (tetrakis(triphenylphosphine)palladium(0)). The solvent is C1(=CC=CC=C1)C (toluene). Procedure details: Under an atmosphere of argon, 1-(2,2-diphenylvinyl)-3,5-dibromo-benzene (8.3 g, 20 mmole), 1-naphthaleneboronic acid (3.4 g, 20 mmole) and tetrakis(triphenylphosphine)palladium(0) (0.46 g, 0.4 mmole, 2% Pd) were dissolved into toluene (50 ml). To the obtained solution, a 2 M aqueous solution of sodium carbonate (30 ml, 60 mmole, 3 eq) was added. The resultant solution was heated under refluxing for 10 hours and left standing for one night. The formed organic layer was separated, washed with a sa... As a reaction SMILES: [C:1]1([C:7]([C:17]2[CH:22]=[CH:21][CH:20]=[CH:19][CH:18]=2)=[CH:8][C:9]2[CH:14]=[C:13]([Br:15])[CH:12]=[C:11](Br)[CH:10]=2)[CH:6]=[CH:5][CH:4]=[CH:3][CH:2]=1.[C:23]1(B(O)O)[C:32]2[C:27](=[CH:28][CH:29]=[CH:30][CH:31]=2)[CH:26]=[CH:25][CH:24]=1.C(=O)([O-])[O-].[Na+].[Na+]>C1C=CC([P]([Pd]([P](C2C=CC=CC=2)(C2C=CC=CC=2)C2C=CC=CC=2)([P](C2C=CC=CC=2)(C2C=CC=CC=2)C2C=CC=CC=2)[P](C2C=CC=CC=2)(C2C=CC=CC=2)C2C=CC=CC=2)(C2C=CC=CC=2)C2C=CC=CC=2)=CC=1.C1(C)C=CC=CC=1>[C:1]1([C:7]([C:17]2[CH:22]=[CH:21][CH:20]=[CH:19][CH:18]=2)=[CH:8][C:9]2[CH:14]=[C:13]([Br:15])[CH:12]=[C:11]([C:23]3[C:32]4[C:27](=[CH:28][CH:29]=[CH:30][CH:31]=4)[CH:26]=[CH:25][CH:24]=3)[CH:10]=2)[CH:2]=[CH:3][CH:4]=[CH:5][CH:6]=1 |f:2.3.4,^1:45,47,66,85|. The yield is 59.6%. Starting materials: C(CCCCCCCCCCCCCCC)NC1=CC=C(C(=O)OCC(CO)O)C=C1 (2,3-dihydroxypropyl 4-(n-hexadecylamino)benzoate), Cl (hydrogen chloride). Solvent: C(Cl)(Cl)(Cl)Cl (carbon tetrachloride). Product: Cl.C(CCCCCCCCCCCCCCC)NC1=CC=C(C(=O)OCC(CO)O)C=C1 (2,3-dihydroxypropyl 4-(n-hexadecylamino)benzoate hydrochloride). As a reaction SMILES: [CH2:1]([NH:17][C:18]1[CH:31]=[CH:30][C:21]([C:22]([O:24][CH2:25][CH:26]([OH:29])[CH2:27][OH:28])=[O:23])=[CH:20][CH:19]=1)[CH2:2][CH2:3][CH2:4][CH2:5][CH2:6][CH2:7][CH2:8][CH2:9][CH2:10][CH2:11][CH2:12][CH2:13][CH2:14][CH2:15][CH3:16].[ClH:32]>C(Cl)(Cl)(Cl)Cl>[ClH:32].[CH2:1]([NH:17][C:18]1[CH:19]=[CH:20][C:21]([C:22]([O:24][CH2:25][CH:26]([OH:29])[CH2:27][OH:28])=[O:23])=[CH:30][CH:31]=1)[CH2:2][CH2:3][CH2:4][CH2:5][CH2:6][CH2:7][CH2:8][CH2:9][CH2:10][CH2:11][CH2:12][CH2:13][CH2:14][CH2:15][CH3:16] |f:3.4|. Procedure details: A solution of 15.0 g of 2,3-dihydroxypropyl 4-(n-hexadecylamino)benzoate in 700 ml of carbon tetrachloride is stirred under reflux and is treated with anhydrous hydrogen chloride. The mixture is allowed to cool and is filtered to yield 2,3-dihydroxypropyl 4-(n-hexadecylamino)benzoate hydrochloride as a white solid, mp 126°-130° C. The reactants are NNC(=O)c1ccccc1Br, CCOCC, ClC1=NCCCCC1, [Na+], [OH-], c1ccccc1. The product is O=C(NNC1=NCCCCC1)c1ccccc1Br. Reaction SMILES: [Br:9][c:10]1[c:11]([C:12](=[O:13])[NH:14][NH2:15])[cH:16][cH:17][cH:18][cH:19]1.[CH3:22][CH2:23][O:24][CH2:25][CH3:26].[Cl:1][C:2]1=[N:8][CH2:7][CH2:6][CH2:5][CH2:4][CH2:3]1.[Na+:21].[OH-:20].[cH:27]1[cH:28][cH:29][cH:30][cH:31][cH:32]1>>[C:2]1([NH:15][NH:14][C:12]([c:11]2[c:10]([Br:9])[cH:19][cH:18][cH:17][cH:16]2)=[O:13])=[N:8][CH2:7][CH2:6][CH2:5][CH2:4][CH2:3]1. As a reaction SMILES: [C:37]12([CH2:38][S:39]([OH:40])(=[O:41])=[O:42])[C:43]([CH3:44])([CH3:45])[CH:46]([CH2:47][CH2:48]1)[CH2:49][C:50]2=[O:51].[CH:52]([OH:53])([CH3:54])[CH3:55].[Cl:18][c:19]1[n:20][cH:21][c:22]([Cl:36])[c:23]([NH:25][c:26]2[c:27]([C:28](=[O:29])[NH:30][CH3:31])[cH:32][cH:33][cH:34][cH:35]2)[n:24]1.[NH2:1][c:2]1[cH:3][c:4]2[c:5]([cH:14][c:15]1[O:16][CH3:17])[NH:6][C:7](=[O:13])[CH2:8][CH2:9][C:10]2([CH3:11])[CH3:12]>>[NH:1]([c:2]1[cH:3][c:4]2[c:5]([cH:14][c:15]1[O:16][CH3:17])[NH:6][C:7](=[O:13])[CH2:8][CH2:9][C:10]2([CH3:11])[CH3:12])[c:19]1[n:20][cH:21][c:22]([Cl:36])[c:23]([NH:25][c:26]2[c:27]([C:28](=[O:29])[NH:30][CH3:31])[cH:32][cH:33][cH:34][cH:35]2)[n:24]1. Yields the product CNC(=O)c1ccccc1Nc1nc(Nc2cc3c(cc2OC)NC(=O)CCC3(C)C)ncc1Cl. Reactants: CC1(C)C2CCC1(CS(=O)(=O)O)C(=O)C2, CC(C)O, CNC(=O)c1ccccc1Nc1nc(Cl)ncc1Cl, COc1cc2c(cc1N)C(C)(C)CCC(=O)N2.